Dataset: the Open Reaction Database (ORD), a public repository of structured organic reaction records. Task: describe an organic reaction: reactants, conditions, products, and yield Reactants: [H-].[Na+] (Sodium hydride), C(C1=CC=CC=C1)O (benzyl alcohol), C(C=C)Br (Allyl bromide). The solvent is CN(C=O)C (dimethylformamide). Run at time 30 minute. The product is C(C=C)OCC1=CC=CC=C1 (Allylbenzyl ether). The yield is 54.0%. As a reaction SMILES: [H-].[Na+].[CH2:3]([OH:10])[C:4]1[CH:9]=[CH:8][CH:7]=[CH:6][CH:5]=1.[CH2:11](Br)[CH:12]=[CH2:13]>CN(C)C=O>[CH2:13]([O:10][CH2:3][C:4]1[CH:9]=[CH:8][CH:7]=[CH:6][CH:5]=1)[CH:12]=[CH2:11] |f:0.1|. Procedure details: Sodium hydride (4.8 g, 0.2 mol, 50% dispersion in mineral oil) was added under nitrogen at room temperature to benzyl alcohol (21.6 g., 0.2 mol) in 150 ml. of dry dimethylformamide. The suspension was stirred at room temperature for 30 minutes and then heated at 60° C. for 30 minutes. Allyl bromide (24.2 g., 0.2 mol) was added to the suspension dropwise at 50° C. with stirring. The reaction mixture was heated at 90° C. for five and a half hours under nitrogen, cooled and stirred at room temperat... RXN SMILES: C([O-])(=O)C.[NH4+:5].[CH:6]1([CH2:9][O:10][C:11]2[C:12]([O:23][CH3:24])=[CH:13][CH:14]=[C:15]3[C:20]=2[NH:19][C:18](=[O:21])[CH:17]=[C:16]3O)[CH2:8][CH2:7]1.C(O)(=O)C>C1(C)C=CC=CC=1>[NH2:5][C:16]1[C:15]2[C:20](=[C:11]([O:10][CH2:9][CH:6]3[CH2:8][CH2:7]3)[C:12]([O:23][CH3:24])=[CH:13][CH:14]=2)[NH:19][C:18](=[O:21])[CH:17]=1 |f:0.1|. The reactants are C(C)(=O)[O-].[NH4+] (Ammonium acetate), C1(CC1)COC=1C(=CC=C2C(=CC(NC12)=O)O)OC (8-(cyclopropylmethoxy)-4-hydroxy-7-methoxyquinolin-2(1H)-one), C(C)(=O)O (acetic acid). Procedure: Ammonium acetate (620 g, 8.0 mol) was added to a solution of 8-(cyclopropylmethoxy)-4-hydroxy-7-methoxyquinolin-2(1H)-one (105 g, 0.40 mol), acetic acid (400 mL), and toluene (200 mL). The reaction was refluxed with a Dean-Stark apparatus for 2 h, and then the mixture was concentrated to remove the toluene. The reaction was then refluxed overnight. Water/ice (200 mL) was added, and with external cooling, the pH was adjusted to 14 using 40% KOH. The resulting solids were collected by filtration a... Yields the product NC1=CC(NC2=C(C(=CC=C12)OC)OCC1CC1)=O (4-amino-8-(cyclopropylmethoxy)-7-methoxyquinolin-2(1H)-one). The solvent is C1(=CC=CC=C1)C (toluene). Yield: 72.0%. Reactants: BrCC1=C(C(=C(C(=C1CC)CBr)CC)CBr)CC (1,3,5-tris(bromomethyl)-2,4,6-triethyl-benzene), NC1=NC(=CC=C1)N (2,6-diamino-pyridine), C(=O)([O-])[O-].[K+].[K+] (K2CO3). The solvent is CC#N (CH3CN). Conditions: time 24 hour. Product: NC1=CC=CC(=N1)NCC1=C(C(=C(C(=C1CC)CNC1=NC(=CC=C1)N)CC)CNC1=NC(=CC=C1)N)CC (1,3,5-Tris[(6-amino-pyridin-2-yl)aminomethyl]-2,4,6-triethylbenzene). The yield is 40.0%. As a reaction SMILES: Br[CH2:2][C:3]1[C:8]([CH2:9][CH3:10])=[C:7]([CH2:11]Br)[C:6]([CH2:13][CH3:14])=[C:5]([CH2:15]Br)[C:4]=1[CH2:17][CH3:18].[NH2:19][C:20]1[CH:25]=[CH:24][CH:23]=[C:22]([NH2:26])[N:21]=1.C([O-])([O-])=O.[K+].[K+]>CC#N>[NH2:26][C:22]1[N:21]=[C:20]([NH:19][CH2:2][C:3]2[C:8]([CH2:9][CH3:10])=[C:7]([CH2:11][NH:19][C:20]3[CH:25]=[CH:24][CH:23]=[C:22]([NH2:26])[N:21]=3)[C:6]([CH2:13][CH3:14])=[C:5]([CH2:15][NH:19][C:20]3[CH:25]=[CH:24][CH:23]=[C:22]([NH2:26])[N:21]=3)[C:4]=2[CH2:17][CH3:18])[CH:25]=[CH:24][CH:23]=1 |f:2.3.4|. Procedure details: A mixture of 1,3,5-tris(bromomethyl)-2,4,6-triethyl-benzene (0.79 g, 1.8 mmol), 2,6-diamino-pyridine (1.20 g, 11 mmol), and K2CO3 (0.79 g) in CH3CN (100 mL) was stirred at room temperature for 24 h and then heated under reflux for 2 h. After filtration of the reaction mixture and evaporation of CH3CN, the obtained powder was suspended in CHCl3. The suspension was filtrated, the chloroform solution was washed several times with water, dried, and the solvent was removed under reduced pressure. The... Starting materials: C(C)(=O)N(C(OC(C)(C)C)=O)C=1N=C(OC1C)C=1C=NC(=CC1NC(C)C)NC1=CC2=C(N=CS2)C=C1 (tert-butyl acetyl(2-(6-(benzo[d]thiazol-6-ylamino)-4-(isopropylamino)pyridin-3-yl)-5-methyloxazol-4-yl)carbamate), C(=O)(C(F)(F)F)O (TFA). Run in C(Cl)Cl (DCM). Reaction conditions: time 3 hour. The product is S1C=NC2=C1C=C(C=C2)NC2=CC(=C(C=N2)C=2OC(=C(N2)NC(C)=O)C)NC(C)C (N-(2-(6-(benzo[d]thiazol-6-ylamino)-4-(isopropylamino)pyridin-3-yl)-5-methyloxazol-4-yl)acetamide). RXN SMILES: [C:1]([N:4]([C:12]1[N:13]=[C:14]([C:18]2[CH:19]=[N:20][C:21]([NH:28][C:29]3[CH:37]=[CH:36][C:32]4[N:33]=[CH:34][S:35][C:31]=4[CH:30]=3)=[CH:22][C:23]=2[NH:24][CH:25]([CH3:27])[CH3:26])[O:15][C:16]=1[CH3:17])C(=O)OC(C)(C)C)(=[O:3])[CH3:2].C(O)(C(F)(F)F)=O>C(Cl)Cl>[S:35]1[C:31]2[CH:30]=[C:29]([NH:28][C:21]3[N:20]=[CH:19][C:18]([C:14]4[O:15][C:16]([CH3:17])=[C:12]([NH:4][C:1](=[O:3])[CH3:2])[N:13]=4)=[C:23]([NH:24][CH:25]([CH3:27])[CH3:26])[CH:22]=3)[CH:37]=[CH:36][C:32]=2[N:33]=[CH:34]1. Reported procedure: A solution of tert-butyl acetyl(2-(6-(benzo[d]thiazol-6-ylamino)-4-(isopropylamino)pyridin-3-yl)-5-methyloxazol-4-yl)carbamate (35) (30 mg, 0.057 mmol) in DCM (5 mL) was treated with TFA (0.230 mmol) and stirred at room temperature for 3 h. The reaction mixture was concentrated and azeotroped with chloroform three times to obtain gummy solid. The crude material obtained was purified by prep HPLC to furnish N-(2-(6-(benzo[d]thiazol-6-ylamino)-4-(isopropylamino)pyridin-3-yl)-5-methyloxazol-4-yl)ac... Starting materials: O=C([O-])[O-], Cc1n[nH]cc1C=O, CN(C)C=O, Fc1ncccc1C1CCCO1, [K+], [K+], O. The product is Cc1nn(-c2ncccc2C2CCCO2)cc1C=O. RXN SMILES: [C:21](=[O:22])([O-:23])[O-:24].[CH3:13][c:14]1[n:15][nH:16][cH:17][c:18]1[CH:19]=[O:20].[CH3:27][N:28]([CH3:29])[CH:30]=[O:31].[F:1][c:2]1[n:3][cH:4][cH:5][cH:6][c:7]1[CH:8]1[O:9][CH2:10][CH2:11][CH2:12]1.[K+:25].[K+:26].[OH2:32]>>[c:2]1(-[n:16]2[n:15][c:14]([CH3:13])[c:18]([CH:19]=[O:20])[cH:17]2)[n:3][cH:4][cH:5][cH:6][c:7]1[CH:8]1[O:9][CH2:10][CH2:11][CH2:12]1. RXN SMILES: [F:1][C:2]1[CH:7]=[CH:6][C:5]([C:8]2([C:18]3[CH:23]=[CH:22][C:21]([F:24])=[CH:20][CH:19]=3)[CH2:12][CH2:11][N:10]([CH2:13][C:14](O)=[O:15])[C:9]2=[O:17])=[CH:4][CH:3]=1.[Cl:25][C:26]1[CH:31]=[CH:30][C:29]([CH2:32][CH2:33]/[C:34](=[N:37]/[H])/[NH:35]O)=[CH:28][CH:27]=1.C(N=C=NCCCN(C)C)C>O1CCOCC1.C(OCC)(=O)C>[Cl:25][C:26]1[CH:27]=[CH:28][C:29]([CH2:32][CH2:33][C:34]2[N:35]=[C:14]([CH2:13][N:10]3[CH2:11][CH2:12][C:8]([C:18]4[CH:23]=[CH:22][C:21]([F:24])=[CH:20][CH:19]=4)([C:5]4[CH:6]=[CH:7][C:2]([F:1])=[CH:3][CH:4]=4)[C:9]3=[O:17])[O:15][N:37]=2)=[CH:30][CH:31]=1. Solvent: C(C)(=O)OCC (ethyl acetate), O1CCOCC1 (1,4-dioxane). Reported procedure: To a solution of the product of Example 58D (225 mg, 0.679 mmol) and the product of Example 165A (135 mg, 0.679 mmol) in 1,4-dioxane (4 mL) was added N1-((ethylimino)methylene)-N3,N3-dimethylpropane-1,3-diamine (0.120 mL, 0.679 mmol) via syringe. The reaction was stirred at ambient temperature for 2.5 hours, then heated to 60° C. for 44 hours. The reaction was cooled to ambient temperature, diluted with ethyl acetate, and washed with 3 N aqueous HCl resulting in a homogeneous solution. Brine was... Yields the product ClC1=CC=C(C=C1)CCC1=NOC(=N1)CN1C(C(CC1)(C1=CC=C(C=C1)F)C1=CC=C(C=C1)F)=O (1-({3-[2-(4-chlorophenyl)ethyl]-1,2,4-oxadiazol-5-yl}methyl)-3,3-bis(4-fluorophenyl)pyrrolidin-2-one). Reactants: FC1=CC=C(C=C1)C1(C(N(CC1)CC(=O)O)=O)C1=CC=C(C=C1)F (2-(3,3-bis(4-fluorophenyl)-2-oxopyrrolidin-1-yl)acetic acid), ClC1=CC=C(C=C1)CC/C(/NO)=N/[H] ((Z)-3-(4-chlorophenyl)-N-hydroxypropanimidamide), C(C)N=C=NCCCN(C)C (N1-((ethylimino)methylene)-N3,N3-dimethylpropane-1,3-diamine). Run at time 2.5 hour. Yields the product COC(=O)C(C1CCC(N)CC1)N(Cc1ccccc1)S(=O)(=O)c1ccc(OC)cc1. Reactants: [BH3-]C#N, ClCCl, COC(=O)C(C1CCC(=O)CC1)N(Cc1ccccc1)S(=O)(=O)c1ccc(OC)cc1, CC(=O)[O-], CC(C)O, [NH4+], [Na+]. RXN SMILES: [C:32](#[N:33])[BH3-:34].[CH2:41]([Cl:42])[Cl:43].[CH3:1][O:2][C:3]([CH:4]([N:5]([CH2:6][c:7]1[cH:8][cH:9][cH:10][cH:11][cH:12]1)[S:13](=[O:14])(=[O:15])[c:16]1[cH:17][cH:18][c:19]([O:22][CH3:23])[cH:20][cH:21]1)[CH:24]1[CH2:25][CH2:26][C:27](=[O:30])[CH2:28][CH2:29]1)=[O:31].[CH3:37][C:38](=[O:39])[O-:40].[CH:44]([OH:45])([CH3:46])[CH3:47].[NH4+:36].[Na+:35]>>[CH3:1][O:2][C:3]([CH:4]([N:5]([CH2:6][c:7]1[cH:8][cH:9][cH:10][cH:11][cH:12]1)[S:13](=[O:14])(=[O:15])[c:16]1[cH:17][cH:18][c:19]([O:22][CH3:23])[cH:20][cH:21]1)[CH:24]1[CH2:25][CH2:26][CH:27]([NH2:33])[CH2:28][CH2:29]1)=[O:31]. Reactants: ClCCBr, CC[N+](CC)(CC)Cc1ccccc1, C=Cc1ccc(CC#N)cc1, [Cl-], [Na+], [OH-], O. Product: C=Cc1ccc(C2(C#N)CC2)cc1. RXN SMILES: [Br:12][CH2:13][CH2:14][Cl:15].[CH2:17]([N+:18]([CH2:19][CH3:20])([CH2:21][CH3:22])[CH2:23][CH3:24])[c:25]1[cH:26][cH:27][cH:28][cH:29][cH:30]1.[CH:1](=[CH2:2])[c:3]1[cH:4][cH:5][c:6]([CH2:9][C:10]#[N:11])[cH:7][cH:8]1.[Cl-:16].[Na+:32].[OH-:31].[OH2:33]>>[CH:1](=[CH2:2])[c:3]1[cH:4][cH:5][c:6]([C:9]2([C:10]#[N:11])[CH2:13][CH2:14]2)[cH:7][cH:8]1. As a reaction SMILES: [CH3:1][O:2][C:3]1[CH:8]=[CH:7][CH:6]=[C:5]([O:9][CH3:10])[C:4]=1[C:11]#[C:12][C:13]([F:16])([F:15])[F:14]>O1CCCC1.[Pd]>[CH3:1][O:2][C:3]1[CH:8]=[CH:7][CH:6]=[C:5]([O:9][CH3:10])[C:4]=1[CH2:11][CH2:12][C:13]([F:14])([F:16])[F:15]. Product: COC1=C(C(=CC=C1)OC)CCC(F)(F)F (1,3-dimethoxy-2-(3,3,3-trifluoropropyl)-benzene). Yield: 87.0%. Starting materials: COC1=C(C(=CC=C1)OC)C#CC(F)(F)F (1,3-dimethoxy-2-(3,3,3-trifluoroprop-1-ynyl)-benzene). Procedure: 41.5 g (0.18 mole) of 1,3-dimethoxy-2-(3,3,3-trifluoroprop-1-ynyl)-benzene are dissolved in tetrahydrofuran and hydrogenated in the presence of palladium-on-charcoal at room temperature under normal pressure. The catalyst is filtered off over diatomaceous earth and washed with tetrahydrofuran and the filtrate is concentrated. Drying under reduced pressure gives crystalline 1,3-dimethoxy-2-(3,3,3-trifluoropropyl)-benzene (yield 87%). Solvent: O1CCCC1 (tetrahydrofuran), [Pd] (palladium-on-charcoal).